From a dataset of the Open Reaction Database (ORD), a public repository of structured organic reaction records. describe an organic reaction: reactants, conditions, products, and yield Reactants: ClCCCC(=O)C1=CC=CC=C1 (γ-chlorobutyrophenone), [I-].[Na+] (sodium iodide), ethylene ketal, C[C@@H]1N[C@@H](CCC1)C (cis-2,6-dimethylpiperidine). The product is C[C@@H]1N([C@@H](CCC1)C)C(C(=O)C1=CC=CC=C1)CC (cis-α-(2,6-dimethylpiperidino)butyrophenone). As a reaction SMILES: Cl[CH2:2][CH2:3][CH2:4][C:5]([C:7]1[CH:12]=[CH:11][CH:10]=[CH:9][CH:8]=1)=[O:6].[CH3:13][C@H:14]1[CH2:19][CH2:18][CH2:17][C@@H:16]([CH3:20])[NH:15]1.[I-].[Na+]>>[CH3:13][C@H:14]1[CH2:19][CH2:18][CH2:17][C@@H:16]([CH3:20])[N:15]1[CH:4]([CH2:3][CH3:2])[C:5]([C:7]1[CH:12]=[CH:11][CH:10]=[CH:9][CH:8]=1)=[O:6] |f:2.3|. Reported procedure: A mixture of 619 g. of γ-chlorobutyrophenone, ethylene ketal, 700 g. of cis-2,6-dimethylpiperidine and 16 g. of sodium iodide is stirred and heated at reflux for 48 hours. The mixture is cooled, diluted with 1 l. of anhydrous ether and filtered to remove cis-2,6-dimethylpiperidine hydrochloride. The filter cake is washed with 1 l. of ether and the filtrate and washings combined. The resulting ether solution is washed five times with 500 ml. portions of water, then extracted with a solution of 30... Reactants: CC1=CC(=C2C(=N1)NC(=N2)CC)C (5,7-dimethyl-2-ethyl-3H-imidazo[4,5-b]pyridine), [H-].[Na+] (sodium hydride), BrCC1=CC=C(C=C1)C1=C(C=CC=C1)[N+](=O)[O-] (4-bromomethyl-2'-nitrobiphenyl). Run in CN(C=O)C (dimethylformamide). Reaction conditions: time 1.5 hour. The product is CC1=CC(=C2C(=N1)N(C(=N2)CC)CC2=CC=C(C=C2)C2=C(C=CC=C2)[N+](=O)[O-])C (5,7-Dimethyl-2-ethyl-3-[(2'-nitrobiphen-4-yl)methyl]-3H-imidazo[4,5-b]pyridine). Yield: 77.9%. As a reaction SMILES: [CH3:1][C:2]1[N:7]=[C:6]2[NH:8][C:9]([CH2:11][CH3:12])=[N:10][C:5]2=[C:4]([CH3:13])[CH:3]=1.[H-].[Na+].Br[CH2:17][C:18]1[CH:23]=[CH:22][C:21]([C:24]2[CH:29]=[CH:28][CH:27]=[CH:26][C:25]=2[N+:30]([O-:32])=[O:31])=[CH:20][CH:19]=1>CN(C)C=O>[CH3:1][C:2]1[N:7]=[C:6]2[N:8]([CH2:17][C:18]3[CH:19]=[CH:20][C:21]([C:24]4[CH:29]=[CH:28][CH:27]=[CH:26][C:25]=4[N+:30]([O-:32])=[O:31])=[CH:22][CH:23]=3)[C:9]([CH2:11][CH3:12])=[N:10][C:5]2=[C:4]([CH3:13])[CH:3]=1 |f:1.2|. Procedure details: To a solution of 0.199 g (1.13 mmol) of 5,7-dimethyl-2-ethyl-3H-imidazo[4,5-b]pyridine in 5 mL of anhydrous dimethylformamide was added 0.050 g (1.25 mmol) of a 60% mineral oil dispersion of sodium hydride. The reaction mixture was magnetically stirred under a nitrogen atmosphere for 30 minutes, at which point 0.365 g (1.25 mmol) of 4-bromomethyl-2'-nitrobiphenyl was added as a solid. The reaction mixture was stirred an additional 1.5 hours at room temperature, then partitioned between ethyl ace... Reactants: CC1=CC=C(C=C1)N1C(OC(C1C(C)C)=O)=O (3-(4-methylphenyl)-4-isopropyloxazolidine-2, 5-dione), FC1=C(C=C(CO)C=C1)OC1=CC=CC=C1 (4-fluoro-3-phenoxybenzyl alcohol). Yields the product 4-fluoro-3-phenoxybenzyl ester, CC1=CC=C(C=C1)N[C@@H](C(C)C)C(=O)O (N-(4-methylphenyl) valine). As a reaction SMILES: [CH3:1][C:2]1[CH:7]=[CH:6][C:5]([N:8]2[CH:12]([CH:13]([CH3:15])[CH3:14])[C:11](=[O:16])[O:10]C2=O)=[CH:4][CH:3]=1.FC1C=CC(CO)=CC=1OC1C=CC=CC=1>>[CH3:1][C:2]1[CH:3]=[CH:4][C:5]([NH:8][C@H:12]([C:11]([OH:16])=[O:10])[CH:13]([CH3:15])[CH3:14])=[CH:6][CH:7]=1. Procedure details: Following the above procedure, 3-(4-methylphenyl)-4-isopropyloxazolidine-2, 5-dione is reacted with 4-fluoro-3-phenoxybenzyl alcohol to give the 4-fluoro-3-phenoxybenzyl ester of N-(4-methylphenyl) valine. The reactants are C=O, ClCCl, COc1ccc(CCNCCCN2COc3cc(OC)c(OC)cc3C2=O)cc1OC, O=CO, Cl. Yields the product COc1ccc(CCN(C)CCCN2COc3cc(OC)c(OC)cc3C2=O)cc1OC, Cl. RXN SMILES: [CH2:36]=[O:37].[CH2:38]([Cl:39])[Cl:40].[CH3:2][O:3][c:4]1[c:5]([O:31][CH3:32])[cH:6][c:7]2[c:8]([cH:30]1)[C:9](=[O:29])[N:10]([CH2:13][CH2:14][CH2:15][NH:16][CH2:17][CH2:18][c:19]1[cH:20][c:21]([O:27][CH3:28])[c:22]([O:25][CH3:26])[cH:23][cH:24]1)[CH2:11][O:12]2.[CH:33]([OH:34])=[O:35].[ClH:1]>>[CH3:2][O:3][c:4]1[c:5]([O:31][CH3:32])[cH:6][c:7]2[c:8]([cH:30]1)[C:9](=[O:29])[N:10]([CH2:13][CH2:14][CH2:15][N:16]([CH2:17][CH2:18][c:19]1[cH:20][c:21]([O:27][CH3:28])[c:22]([O:25][CH3:26])[cH:23][cH:24]1)[CH3:33])[CH2:11][O:12]2.[ClH:1]. Starting materials: COc1ccc(C(C)=CBr)cc1F, CCC1c2[nH]c3ccc(Cl)cc3c2CCN1C, [Cu]I, [K+], [K+], [K+], CN(C)C=O, O=C(O)C1CCCN1, O=P([O-])([O-])[O-]. RXN SMILES: [Br:34][CH:35]=[C:36]([CH3:37])[c:38]1[cH:39][c:40]([F:46])[c:41]([O:44][CH3:45])[cH:42][cH:43]1.[Cl:1][c:2]1[cH:3][c:4]2[c:5]3[c:6]([nH:7][c:8]2[cH:9][cH:10]1)[CH:11]([CH2:16][CH3:17])[N:12]([CH3:15])[CH2:13][CH2:14]3.[Cu:52][I:53].[K+:31].[K+:32].[K+:33].[O:47]=[CH:48][N:49]([CH3:50])[CH3:51].[OH:18][C:19]([CH:20]1[NH:21][CH2:22][CH2:23][CH2:24]1)=[O:25].[P:26]([O-:27])([O-:28])([O-:29])=[O:30]>>[Cl:1][c:2]1[cH:3][c:4]2[c:5]3[c:6]([n:7]([CH:35]=[C:36]([CH3:37])[c:38]4[cH:39][c:40]([F:46])[c:41]([O:44][CH3:45])[cH:42][cH:43]4)[c:8]2[cH:9][cH:10]1)[CH:11]([CH2:16][CH3:17])[N:12]([CH3:15])[CH2:13][CH2:14]3. Product: CCC1c2c(c3cc(Cl)ccc3n2C=C(C)c2ccc(OC)c(F)c2)CCN1C.